The task is: describe an organic reaction: reactants, conditions, products, and yield. This data is from the Open Reaction Database (ORD), a public repository of structured organic reaction records. Starting materials: ClC1=C(C(=O)OCC)C(=CC=N1)C (ethyl 2-chloro-4-methylnicotinate), [OH-].[Na+] (sodium hydroxide), Cl (hydrochloric acid). Solvent: C(C)O (ethanol). The product is ClC1=C(C(=O)O)C(=CC=N1)C (2-chloro-4-methylnicotinic acid). Yield: 79.1%. Reaction SMILES: [Cl:1][C:2]1[N:12]=[CH:11][CH:10]=[C:9]([CH3:13])[C:3]=1[C:4]([O:6]CC)=[O:5].[OH-].[Na+].Cl>C(O)C>[Cl:1][C:2]1[N:12]=[CH:11][CH:10]=[C:9]([CH3:13])[C:3]=1[C:4]([OH:6])=[O:5] |f:1.2|. Procedure details: A mixture of 21.8 g (0.109 mole) of ethyl 2-chloro-4-methyl-nicotinate (6) and 55 mL of a 2N-sodium hydroxide solution in 20 mL of ethanol, was refluxed for 8 hours. The solution was acidified with 2N hydrochloric acid and extracted with ether. The organic phase was dried over magnesium sulfate, filtered and concentrated to give 14.8 g (79%) of 2-chloro-4-methylnicotinic acid (7)- as a white solid, mp: 152-154° C., MS (MH)+ 172, NMR (DMSO) ppm: 2.34 (s,3H); 7.39 (d,1H); 8.33 (d,1H); 14.0 (bs COO... Reactants: BrCC1=C(C=C(C(=O)OC)C=C1)OC (methyl 4-bromomethyl-3-methoxybenzoate), CNC (dimethylamine). Yields the product CN(C)CC1=C(C=C(C(=O)OC)C=C1)OC (Methyl 4-(Dimethylamino)methyl-3-methoxybenzoate). Yield: 77.0%. Reaction SMILES: Br[CH2:2][C:3]1[CH:12]=[CH:11][C:6]([C:7]([O:9][CH3:10])=[O:8])=[CH:5][C:4]=1[O:13][CH3:14].[CH3:15][NH:16][CH3:17]>>[CH3:15][N:16]([CH2:2][C:3]1[CH:12]=[CH:11][C:6]([C:7]([O:9][CH3:10])=[O:8])=[CH:5][C:4]=1[O:13][CH3:14])[CH3:17]. Procedure details: The title compound was prepared in 77% yield by essentially following the procedure outlined in Example 37, Part A from methyl 4-bromomethyl-3-methoxybenzoate (see Example 37, Part A) and dimethylamine. The reactants are ice water, C1(=CC=CC=C1)O (phenol), [Na] (sodium), C1(\C=C/C(=O)O1)=O (maleic anhydride). Run in C1(=CC=CC=C1)C (toluene). Run at temperature 85 celsius, time 1 hour. The product is C1(=CC=CC=C1)OC(\C=C\C(=O)O)=O (fumaric acid monophenyl ester). Isolated yield 23.1%. As a reaction SMILES: [C:1]1([OH:7])[CH:6]=[CH:5][CH:4]=[CH:3][CH:2]=1.[Na].[C:9]1(=[O:15])[O:14][C:12](=[O:13])[CH:11]=[CH:10]1>C1(C)C=CC=CC=1>[C:1]1([O:7][C:9](=[O:15])/[CH:10]=[CH:11]/[C:12]([OH:14])=[O:13])[CH:6]=[CH:5][CH:4]=[CH:3][CH:2]=1 |^1:7|. Procedure: A mixture of phenol (22.41 g), sodium (5.47 g) and toluene (500 ml) was heated for 4 hours while refluxing. The reaction mixture was cooled to 85° C., and maleic anhydride (23.35 g) was added. After stirring at 85° C. for 1 hour, the reaction mixture was poured over ice-water, and the aqueous layer was collected. The aqueous layer was acidified with concentrated hydrochloric acid and extracted with ethyl acetate. The ethyl acetate layer was washed with water, dried (MgSO4) and then treated with ... Starting materials: COc1nc(OC)nc([N+]2(C)CCOCC2)n1, CC(O)CC(=O)O, CS(=O)(=O)c1ccc2c(c1)CCN2c1cc(OC2CCNCC2)ncn1, CCO, CCN(C(C)C)C(C)C, [Cl-], Cl, O. Product: CC(O)CC(=O)N1CCC(Oc2cc(N3CCc4cc(S(C)(=O)=O)ccc43)ncn2)CC1. As a reaction SMILES: [CH3:18][O:19][c:20]1[n:21][c:22]([N+:23]2([CH3:24])[CH2:25][CH2:26][O:27][CH2:28][CH2:29]2)[n:30][c:31]([O:32][CH3:33])[n:34]1.[CH3:1][CH:2]([OH:3])[CH2:4][C:5]([OH:6])=[O:7].[CH3:36][S:37](=[O:38])(=[O:39])[c:40]1[cH:41][c:42]2[c:46]([cH:47][cH:48]1)[N:45]([c:49]1[n:50][cH:51][n:52][c:53]([O:55][CH:56]3[CH2:57][CH2:58][NH:59][CH2:60][CH2:61]3)[cH:54]1)[CH2:44][CH2:43]2.[CH3:63][CH2:64][OH:65].[CH:8]([N:9]([CH:10]([CH3:11])[CH3:12])[CH2:13][CH3:14])([CH3:15])[CH3:16].[Cl-:17].[ClH:35].[OH2:62]>>[CH3:1][CH:2]([OH:3])[CH2:4][C:5](=[O:7])[N:59]1[CH2:58][CH2:57][CH:56]([O:55][c:53]2[n:52][cH:51][n:50][c:49]([N:45]3[CH2:44][CH2:43][c:42]4[cH:41][c:40]([S:37]([CH3:36])(=[O:38])=[O:39])[cH:48][cH:47][c:46]43)[cH:54]2)[CH2:61][CH2:60]1. The reactants are COC1=CC2=CC=CC=C2C=C1 (2-methoxynaphthalene), [N+](=O)(O)[O-] (nitric acid). Solvent: C(C)(=O)O (acetic acid). Conditions: temperature 10 celsius, time 2 hour. The product is COC1=C(C2=CC=CC=C2C=C1)[N+](=O)[O-] (2-Methoxy-1-nitronaphthalene). Reaction SMILES: [CH3:1][O:2][C:3]1[CH:12]=[CH:11][C:10]2[C:5](=[CH:6][CH:7]=[CH:8][CH:9]=2)[CH:4]=1.[N+:13]([O-])([OH:15])=[O:14]>C(O)(=O)C>[CH3:1][O:2][C:3]1[CH:12]=[CH:11][C:10]2[C:5](=[CH:6][CH:7]=[CH:8][CH:9]=2)[C:4]=1[N+:13]([O-:15])=[O:14]. Reported procedure: 100 g (0.63 mol) of 2-methoxynaphthalene were dissolved in 1.2 l of acetic acid and, at 10° C., 100 ml of 65% strength nitric acid were slowly added dropwise. The mixture was stirred at 10° C. for a further 2 h. The precipitate was then filtered off with suction to yield 72.5 g (57%). Melting point 129°-130° C.